Dataset: the Open Reaction Database (ORD), a public repository of structured organic reaction records. Task: describe an organic reaction: reactants, conditions, products, and yield Starting materials: COC1=C(C=CC(=C1)OC)C(CC(=O)O)CCCC (3-(2,4-dimethoxyphenyl)heptanoic acid), C(C)(C)[Mg]Br (isopropylmagnesium bromide). Yields the product COC1=C(C=CC(=C1)OC)C(CC(=O)O)C(C)C (3-(2,4-Dimethoxyphenyl)-4-methylpentanoic acid). As a reaction SMILES: [CH3:1][O:2][C:3]1[CH:8]=[C:7]([O:9][CH3:10])[CH:6]=[CH:5][C:4]=1[CH:11]([CH2:16][CH2:17]CC)[CH2:12][C:13]([OH:15])=[O:14].[CH:20]([Mg]Br)(C)C>>[CH3:1][O:2][C:3]1[CH:8]=[C:7]([O:9][CH3:10])[CH:6]=[CH:5][C:4]=1[CH:11]([CH:16]([CH3:17])[CH3:20])[CH2:12][C:13]([OH:15])=[O:14]. Procedure details: Following a similar procedure to that described in Preparation 42a, but using isopropylmagnesium bromide instead of butylmagnesium bromide, the title compound was obtained as an oily substance. Reactants: C(C1=CC=CC=C1)OC(C[C@H](C(=O)N[C@H](CO)CC1=CC=CC=C1)N1C=C(C=C1)C1=CC=C(C=C1)C1=CC=C(C=C1)C#N)=O (N-(1(S)-benzyl-2-hydroxyethyl)-3(R)-[3-(4′-cyano-biphenyl4-yl)-1H-pyrrol-1-yl]succinamic acid benzyl ester), 3-(4′-carboxamidobiphenyl) 2,5-dimethoxy-tetrahydrofuran, FC(C(=O)O)(F)F.C(C1=CC=CC=C1)OC(C[C@H](C(=O)NC(C(C)(C)C)CO)N)=O (3(R)-amino-N-(1-hydroxymethyl-2,2-dimethyl-propyl)succinamic acid benzyl ester trifluoroacetate salt). Run in ClCCCl (1,2-dichloroethane). The product is C(C1=CC=CC=C1)OC(C[C@H](C(=O)N[C@@H](C(C)(C)C)CO)N1C=C(C=C1)C1=CC=C(C=C1)C1=CC=C(C=C1)C(N)=O)=O (3(R)-[3-(4′-carbamoylbiphenyl-4-yl)-1H-pyrrol-1-yl]-N-(1(S)-hydroxymethyl-2,2-dimethyl-propyl)succinamic acid benzyl ester). The yield is 41.0%. RXN SMILES: C(OC(=O)C[C@@H](N1[CH:29]=[CH:28][C:27]([C:30]2[CH:35]=[CH:34][C:33]([C:36]3[CH:41]=[CH:40][C:39]([C:42]#[N:43])=[CH:38][CH:37]=3)=[CH:32][CH:31]=2)=[CH:26]1)C(N[C@@H](CC1C=CC=CC=1)CO)=O)C1C=CC=CC=1.FC(F)(F)C(O)=[O:48].[CH2:52]([O:59][C:60](=[O:74])[CH2:61][C@@H:62]([NH2:73])[C:63]([NH:65][CH:66]([CH2:71][OH:72])[C:67]([CH3:70])([CH3:69])[CH3:68])=[O:64])[C:53]1[CH:58]=[CH:57][CH:56]=[CH:55][CH:54]=1>ClCCCl>[CH2:52]([O:59][C:60](=[O:74])[CH2:61][C@@H:62]([N:73]1[CH:29]=[CH:28][C:27]([C:30]2[CH:35]=[CH:34][C:33]([C:36]3[CH:41]=[CH:40][C:39]([C:42](=[O:48])[NH2:43])=[CH:38][CH:37]=3)=[CH:32][CH:31]=2)=[CH:26]1)[C:63]([NH:65][C@H:66]([CH2:71][OH:72])[C:67]([CH3:70])([CH3:69])[CH3:68])=[O:64])[C:53]1[CH:54]=[CH:55][CH:56]=[CH:57][CH:58]=1 |f:1.2|. Procedure details: As described for Example 4(a) for the preparation of N-(1(S)-benzyl-2-hydroxyethyl)-3(R)-[3-(4′-cyano-biphenyl4-yl)-1H-pyrrol-1-yl]succinamic acid benzyl ester, crude 3-(4′-carboxamidobiphenyl)-2,5-dimethoxy-tetrahydrofuran and 3(R)-amino-N-(1-hydroxymethyl-2,2-dimethyl-propyl)succinamic acid benzyl ester trifluoroacetate salt were condensed in 1,2-dichloroethane to furnish 110 mg (41%) of 3(R)-[3-(4′-carbamoylbiphenyl-4-yl)-1H-pyrrol-1-yl]-N-(1(S)-hydroxymethyl-2,2-dimethyl-propyl)succinamic ac... Starting materials: BrC1=NC=CC(=C1)OC (2-Bromo-4-methoxypyridine), C([O-])([O-])=O.[K+].[K+] (potassium carbonate), raw product, CSC1=CN(C2=CC(=CC=C12)C(=O)N1CCOCC1)C1=NC=C(C=N1)B1OC(C(O1)(C)C)(C)C ((3-(Methylthio)-1-(5-(4,4,5,5-tetramethyl-1,3,2-dioxaborolan-2-yl)pyrimidin-2-yl)-1H-indol-6-yl)(morpholino)methanone). Reagents/catalysts: C1=CC=C(C=C1)P([C-]2C=CC=C2)C3=CC=CC=C3.C1=CC=C(C=C1)P([C-]2C=CC=C2)C3=CC=CC=C3.Cl[Pd]Cl.[Fe+2] (PdCl2(dppf)). Run in CN(C)C=O (DMF), C(C)(=O)OCC (ethyl acetate). Conditions: temperature 100 celsius, time 3 hour. Product: COC1=CC(=NC=C1)C=1C=NC(=NC1)N1C=C(C2=CC=C(C=C12)C(=O)N1CCOCC1)SC ((1-(5-(4-Methoxypyridin-2-yl)pyrimidin-2-yl)-3-(methylthio)-1H-indol-6-yl)(morpholino)methanone). RXN SMILES: Br[C:2]1[CH:7]=[C:6]([O:8][CH3:9])[CH:5]=[CH:4][N:3]=1.C(=O)([O-])[O-].[K+].[K+].[CH3:16][S:17][C:18]1[C:26]2[C:21](=[CH:22][C:23]([C:27]([N:29]3[CH2:34][CH2:33][O:32][CH2:31][CH2:30]3)=[O:28])=[CH:24][CH:25]=2)[N:20]([C:35]2[N:40]=[CH:39][C:38](B3OC(C)(C)C(C)(C)O3)=[CH:37][N:36]=2)[CH:19]=1>CN(C=O)C.C(OCC)(=O)C.C1C=CC(P(C2C=CC=CC=2)[C-]2C=CC=C2)=CC=1.C1C=CC(P(C2C=CC=CC=2)[C-]2C=CC=C2)=CC=1.Cl[Pd]Cl.[Fe+2]>[CH3:9][O:8][C:6]1[CH:5]=[CH:4][N:3]=[C:2]([C:38]2[CH:39]=[N:40][C:35]([N:20]3[C:21]4[C:26](=[CH:25][CH:24]=[C:23]([C:27]([N:29]5[CH2:34][CH2:33][O:32][CH2:31][CH2:30]5)=[O:28])[CH:22]=4)[C:18]([S:17][CH3:16])=[CH:19]3)=[N:36][CH:37]=2)[CH:7]=1 |f:1.2.3,7.8.9.10|. Procedure details: 2-Bromo-4-methoxypyridine (215 mg, 1.145 mmol, 1.1 eq), potassium carbonate (431 mg, 3.124 mmol, 3.0 eq) and PdCl2(dppf) (85 mg, 0.104 mmol, 0.1 eq) were added at room temperature and under an inert atmosphere to a solution of the raw product from 141a) (500 mg, 1.041 mmol, 1.0 eq) in DMF (10 mL). The reaction mixture was stirred at 100° C. for 3 h and then cooled to room temperature. For the work up, the mixture was diluted with ethyl acetate (20 mL), washed with water (2×20 mL) and brine, and ...